Dataset: the Open Reaction Database (ORD), a public repository of structured organic reaction records. Task: describe an organic reaction: reactants, conditions, products, and yield Reactants: CCOC(=O)CCc1cnc(C=Cc2ccccc2)nc1O, O=P(Cl)(Cl)Cl. The product is CCOC(=O)CCc1cnc(C=Cc2ccccc2)nc1Cl. RXN SMILES: [OH:1][c:2]1[n:3][c:4]([CH:15]=[CH:16][c:17]2[cH:18][cH:19][cH:20][cH:21][cH:22]2)[n:5][cH:6][c:7]1[CH2:8][CH2:9][C:10](=[O:11])[O:12][CH2:13][CH3:14].[P:23]([Cl:24])([Cl:25])([Cl:26])=[O:27]>>[c:2]1([Cl:25])[n:3][c:4]([CH:15]=[CH:16][c:17]2[cH:18][cH:19][cH:20][cH:21][cH:22]2)[n:5][cH:6][c:7]1[CH2:8][CH2:9][C:10](=[O:11])[O:12][CH2:13][CH3:14].